Dataset: the Open Reaction Database (ORD), a public repository of structured organic reaction records. Task: describe an organic reaction: reactants, conditions, products, and yield The reactants are water ice, Cl.N1=CC=C(C=C1)CC#N (pyridin-4-ylacetonitrile hydrochloride), CN(C)C=O (DMF), CI (methyl iodide), [H-].[Na+] (sodium hydride). Procedure: A mixture of 3 g of pyridin-4-ylacetonitrile hydrochloride in 50 ml of DMF is cooled to 0° C., 2.6 g of 60% sodium hydride in oil are added in small portions and the mixture is left stirring for 2 hours at RT. The reaction mixture is cooled on an ice bath, 6 g of methyl iodide are added dropwise and the mixture is left stirring overnight at RT. The reaction mixture is poured over a water/ice mixture, extracted with ether, the organic phase washed with a saturated NaCl solution, dried over MgSO4,... Reaction SMILES: [ClH:1].[N:2]1[CH:7]=[CH:6][C:5]([CH2:8][C:9]#N)=[CH:4][CH:3]=1.[H-].[Na+].[CH3:13]I.C[N:16]([CH:18]=[O:19])C>>[ClH:1].[NH:2]1[CH2:7][CH2:6][CH:5]([C:8]([CH3:9])([CH3:13])[C:18]([NH2:16])=[O:19])[CH2:4][CH2:3]1 |f:0.1,2.3,6.7|. Yields the product Cl.N1CCC(CC1)C(C(=O)N)(C)C (2-(Piperidin-4-yl)isobutyramide Hydrochloride). Conditions: temperature 0 celsius, time 2 hour. Starting materials: CCOC(=O)c1oc2cc(F)ccc2c1C(=O)OCC, CS(C)=O, [Cl-], [Na+], O. Product: CCOC(=O)c1coc2cc(F)ccc12. As a reaction SMILES: [CH2:1]([O:2][C:3](=[O:4])[c:6]1[o:7][c:8]2[c:9]([c:10]1[C:11](=[O:12])[O:13][CH2:14][CH3:15])[cH:16][cH:17][c:18]([F:20])[cH:19]2)[CH3:5].[CH3:24][S:25]([CH3:26])=[O:27].[Cl-:22].[Na+:21].[OH2:23]>>[cH:6]1[o:7][c:8]2[c:9]([c:10]1[C:11](=[O:12])[O:13][CH2:14][CH3:15])[cH:16][cH:17][c:18]([F:20])[cH:19]2. The reactants are ClC(=C(C)C)N(C)C (1-Chloro-N,N,2-trimethyl-1-propenylamine), N1(CCC1)C(=O)C=1C=C(C(=NC1)OC=1C=C(C(=O)O)C=C(C1)O[C@H](CO[Si](C)(C)C(C)(C)C)C)Cl (3-{[5-(azetidin-1-ylcarbonyl)-3-chloropyridin-2-yl]oxy}-5-[((1S)-2-{[(1,1-dimethylethyl)(dimethyl)silyl]oxy}-1-methylethyl)oxy]benzoic acid), NC1=NC=C(N=C1)C (2-Amino-5-methylpyrazine), N1=CC=CC=C1 (pyridine). Run in C(Cl)Cl (DCM). Reaction conditions: time 1 hour. Yields the product N1(CCC1)C(=O)C=1C=C(C(=NC1)OC=1C=C(C(=O)NC2=NC=C(N=C2)C)C=C(C1)O[C@H](CO[Si](C)(C)C(C)(C)C)C)Cl (3-{[5-(Azetidin-1-ylcarbonyl)-3-chloropyridin-2-yl]oxy}-5-[((1S)-2-{[(1,1-dimethylethyl)(dimethyl)silyl]oxy}-1-methylethyl)oxy]-N-(5-methylpyrazin-2-yl)benzamide). Isolated yield 50.7%. As a reaction SMILES: ClC(N(C)C)=C(C)C.[N:9]1([C:13]([C:15]2[CH:16]=[C:17]([Cl:43])[C:18]([O:21][C:22]3[CH:23]=[C:24]([CH:28]=[C:29]([O:31][C@@H:32]([CH3:42])[CH2:33][O:34][Si:35]([C:38]([CH3:41])([CH3:40])[CH3:39])([CH3:37])[CH3:36])[CH:30]=3)[C:25](O)=[O:26])=[N:19][CH:20]=2)=[O:14])[CH2:12][CH2:11][CH2:10]1.[NH2:44][C:45]1[CH:50]=[N:49][C:48]([CH3:51])=[CH:47][N:46]=1.N1C=CC=CC=1>C(Cl)Cl>[N:9]1([C:13]([C:15]2[CH:16]=[C:17]([Cl:43])[C:18]([O:21][C:22]3[CH:23]=[C:24]([CH:28]=[C:29]([O:31][C@@H:32]([CH3:42])[CH2:33][O:34][Si:35]([C:38]([CH3:40])([CH3:41])[CH3:39])([CH3:36])[CH3:37])[CH:30]=3)[C:25]([NH:44][C:45]3[CH:50]=[N:49][C:48]([CH3:51])=[CH:47][N:46]=3)=[O:26])=[N:19][CH:20]=2)=[O:14])[CH2:10][CH2:11][CH2:12]1. Reported procedure: 1-Chloro-N,N,2-trimethyl-1-propenylamine (0.1 mL, 0.75 mmol) was added to a solution of 3-{[5-(azetidin-1-ylcarbonyl)-3-chloropyridin-2-yl]oxy}-5-[((1S)-2-{[(1,1-dimethylethyl)(dimethyl)silyl]oxy}-1-methylethyl)oxy]benzoic acid (0.3 g, 0.58 mmol) in DCM (10 mL) and stirred for 1 hour. 2-Amino-5-methylpyrazine (126 mg, 1.15 mmol) then pyridine (0.094 mL, 1.15 mmol) were added and the mixture stirred for a further 30 mins before being reduced in vacuo and partitioned between ethyl acetate (50 mL) ... Reactants: CCN=C=NCCCN(C)C, Cc1ccncc1OC1CCNCC1, CCN(C(C)C)C(C)C, Cl, Cl, CN(C)C=O, O, On1nnc2ccccc21, O=C(O)CNC(=O)c1cc(-c2ccccc2)[nH]n1. The product is Cc1ccncc1OC1CCN(C(=O)CNC(=O)c2cc(-c3ccccc3)[nH]n2)CC1. As a reaction SMILES: [CH3:38][CH2:39][N:40]=[C:41]=[N:42][CH2:43][CH2:44][CH2:45][N:46]([CH3:47])[CH3:48].[CH3:51][c:52]1[c:53]([O:58][CH:59]2[CH2:60][CH2:61][NH:62][CH2:63][CH2:64]2)[cH:54][n:55][cH:56][cH:57]1.[CH:1]([N:2]([CH2:3][CH3:4])[CH:5]([CH3:6])[CH3:7])([CH3:8])[CH3:9].[ClH:49].[ClH:50].[O:65]=[CH:66][N:67]([CH3:68])[CH3:69].[OH2:70].[OH:28][n:29]1[c:30]2[c:31]([cH:32][cH:33][cH:34][cH:35]2)[n:36][n:37]1.[c:10]1(-[c:16]2[cH:17][c:18]([C:21](=[O:22])[NH:23][CH2:24][C:25](=[O:26])[OH:27])[n:19][nH:20]2)[cH:11][cH:12][cH:13][cH:14][cH:15]1>>[c:10]1(-[c:16]2[cH:17][c:18]([C:21](=[O:22])[NH:23][CH2:24][C:25](=[O:27])[N:62]3[CH2:61][CH2:60][CH:59]([O:58][c:53]4[c:52]([CH3:51])[cH:57][cH:56][n:55][cH:54]4)[CH2:64][CH2:63]3)[n:19][nH:20]2)[cH:11][cH:12][cH:13][cH:14][cH:15]1. Starting materials: BrCc1ccccc1, CC1(C)C(=O)Nc2ccccc21, CN(C)C=O, [H-], [Na+]. Yields the product CC1(C)C(=O)N(Cc2ccccc2)c2ccccc21. RXN SMILES: [Br:15][CH2:16][c:17]1[cH:18][cH:19][cH:20][cH:21][cH:22]1.[CH3:1][C:2]1([CH3:12])[C:3](=[O:11])[NH:4][c:5]2[cH:6][cH:7][cH:8][cH:9][c:10]21.[CH3:23][N:24]([CH3:25])[CH:26]=[O:27].[H-:13].[Na+:14]>>[CH3:1][C:2]1([CH3:12])[C:3](=[O:11])[N:4]([CH2:16][c:17]2[cH:18][cH:19][cH:20][cH:21][cH:22]2)[c:5]2[cH:6][cH:7][cH:8][cH:9][c:10]21. Starting materials: CC(C)(C)Nc1cncc(Cl)n1, O=C([O-])[O-], [Cs+], [Cs+], CN(C)C=O, Nc1ccc2[nH]cnc2c1. Yields the product CC(C)(C)Nc1cncc(-n2cnc3ccc(N)cc32)n1. Reaction SMILES: [C:11]([CH3:12])([CH3:13])([CH3:14])[NH:15][c:16]1[n:17][c:18]([Cl:22])[cH:19][n:20][cH:21]1.[C:23](=[O:24])([O-:25])[O-:26].[Cs+:27].[Cs+:28].[O:29]=[CH:30][N:31]([CH3:32])[CH3:33].[nH:1]1[cH:2][n:3][c:4]2[c:5]1[cH:6][cH:7][c:8]([NH2:10])[cH:9]2>>[n:1]1[cH:2][n:3](-[c:18]2[n:17][c:16]([NH:15][C:11]([CH3:12])([CH3:13])[CH3:14])[cH:21][n:20][cH:19]2)[c:4]2[c:5]1[cH:6][cH:7][c:8]([NH2:10])[cH:9]2. Reaction SMILES: [CH3:1][C:2]1[CH:11]=[CH:10][C:9]2[C:8](=O)[CH2:7][CH:6]([C:13]3[CH:18]=[CH:17][CH:16]=[CH:15][CH:14]=3)[CH2:5][C:4]=2[N:3]=1.[C:19]([NH:22][NH2:23])([NH2:21])=[NH:20].[ClH:24].Cl.O>C(O)C>[ClH:24].[NH:22]([N:23]=[C:8]1[CH2:7][CH:6]([C:13]2[CH:18]=[CH:17][CH:16]=[CH:15][CH:14]=2)[CH2:5][C:4]2[N:3]=[C:2]([CH3:1])[CH:11]=[CH:10][C:9]1=2)[C:19]([NH2:21])=[NH:20] |f:1.2,6.7|. Procedure details: A mixture of 2-methyl-7-phenyl-5,6,7,8-tetrahydroquinolin-5-one (0.3 g), aminoguanidine hydrochloride (0.15 g), concentrated hydrochloric acid (0.063 ml), water (0.063 ml) and ethanol (30 ml) was refluxed for 7 hours. Under reduced pressure, the solvent was evaporated, and the residue was dissolved in water. The solution was washed with diethylether, and to the solution was added sodium hydrogen carbonate solution. The mixture was extracted with ethyl acetate, and the organic layer was washed wi... Reactants: CC1=NC=2CC(CC(C2C=C1)=O)C1=CC=CC=C1 (2-methyl-7-phenyl-5,6,7,8-tetrahydroquinolin-5-one), C(=N)(N)NN.Cl (aminoguanidine hydrochloride), Cl (hydrochloric acid), O (water). Yield: 81.5%. Solvent: C(C)O (ethanol). Yields the product Cl.N(C(=N)N)N=C1C=2C=CC(=NC2CC(C1)C1=CC=CC=C1)C (5-guanidinoimino-2-methyl-7-phenyl-5,6,7,8-tetrahydroquinoline hydrochloride).